This data is from the Open Reaction Database (ORD), a public repository of structured organic reaction records. The task is: describe an organic reaction: reactants, conditions, products, and yield The reactants are [N+](=O)([O-])[O-].[Na+] (sodium nitrate), C1(=CC=CC2=CC=CC=C12)N (1-naphthylamine), NC1=CC(=C(C=C1)N=NC1=CC=C(C#N)C=C1)OCCCCCCCC (4-((4-amino-2-(octyloxy)phenyl)diazenyl)benzonitrile), [OH-].[Na+] (sodium hydroxide), Cl (HCl). Run in O (water), CO (methanol), C(C)(=O)O (acetic acid), CC(=O)N(C)C (dimethyl acetamide). Run at temperature 0 celsius, time 1 hour. Product: NC1=CC=C(C2=CC=CC=C12)N=NC1=CC(=C(C=C1)N=NC1=CC=C(C#N)C=C1)OCCCCCCCC (4-((4-((4-aminonaphthalen-1-yl)diazenyl)-2-(octyloxy)phenyl)diazenyl)benzonitrile). Yield: 78.5%. RXN SMILES: [NH2:1][C:2]1[CH:7]=[CH:6][C:5]([N:8]=[N:9][C:10]2[CH:17]=[CH:16][C:13]([C:14]#[N:15])=[CH:12][CH:11]=2)=[C:4]([O:18][CH2:19][CH2:20][CH2:21][CH2:22][CH2:23][CH2:24][CH2:25][CH3:26])[CH:3]=1.Cl.[N+:28]([O-])([O-])=O.[Na+].[C:33]1([NH2:43])[C:42]2[C:37](=[CH:38][CH:39]=[CH:40][CH:41]=2)[CH:36]=[CH:35][CH:34]=1.[OH-].[Na+]>CC(N(C)C)=O.O.CO.C(O)(=O)C>[NH2:43][C:33]1[C:42]2[C:37](=[CH:38][CH:39]=[CH:40][CH:41]=2)[C:36]([N:28]=[N:1][C:2]2[CH:7]=[CH:6][C:5]([N:8]=[N:9][C:10]3[CH:17]=[CH:16][C:13]([C:14]#[N:15])=[CH:12][CH:11]=3)=[C:4]([O:18][CH2:19][CH2:20][CH2:21][CH2:22][CH2:23][CH2:24][CH2:25][CH3:26])[CH:3]=2)=[CH:35][CH:34]=1 |f:2.3,5.6|. Reported procedure: 7.0 g (20.0 mmol) of the 4-((4-amino-2-(octyloxy)phenyl)diazenyl)benzonitrile of Chemical Formula 1a-1 is dissolved in 200 mL of dimethyl acetamide (DMAc), 100 mL of acetic acid (AcOH), and 6.5 mL of 12 N HCl, and the resultant is maintained at 0° C. Subsequently, 1.4 g (20.3 mmol) of sodium nitrate (NaNO2) is dissolved in water, and the solution is slowly added to the reaction mixture dropwise. When the dropwise addition is complete, the reactant is maintained at 0° C. and agitated for one hour... The reactants are CC1C(NC2=C(O1)C(=CC(=C2)CN2CCN(CC2)C(=O)OC(C)(C)C)CCC)=O (tert-Butyl 4-((2-methyl-3-oxo-8-propyl-3,4-dihydro-2H-benzo[b][1,4]oxazin-6-yl)methyl)piperazine-1-carboxylate), C(=O)(C(F)(F)F)O (TFA). Solvent: C(Cl)Cl (DCM). Conditions: temperature 23 celsius, time 1 hour. Product: CC1C(NC2=C(O1)C(=CC(=C2)CN2CCNCC2)CCC)=O (2-Methyl-6-(piperazin-1-ylmethyl)-8-propyl-2H-benzo[b][1,4]oxazin-3(4H)-one). Yield: 100.4%. RXN SMILES: [CH3:1][CH:2]1[O:7][C:6]2[C:8]([CH2:26][CH2:27][CH3:28])=[CH:9][C:10]([CH2:12][N:13]3[CH2:18][CH2:17][N:16](C(OC(C)(C)C)=O)[CH2:15][CH2:14]3)=[CH:11][C:5]=2[NH:4][C:3]1=[O:29].C(O)(C(F)(F)F)=O>C(Cl)Cl>[CH3:1][CH:2]1[O:7][C:6]2[C:8]([CH2:26][CH2:27][CH3:28])=[CH:9][C:10]([CH2:12][N:13]3[CH2:14][CH2:15][NH:16][CH2:17][CH2:18]3)=[CH:11][C:5]=2[NH:4][C:3]1=[O:29]. Procedure details: In a 20 mL scintillation vial was added tert-butyl 4-((2-methyl-3-oxo-8-propyl-3,4-dihydro-2H-benzo[b][1,4]oxazin-6-yl)methyl)piperazine-1-carboxylate 358D (90 mg, 0.223 mmol) and TFA (2.0 mL, 26.0 mmol) in DCM (2.0 mL) and stirred at 23° C. for 1 h. The reaction was concentrated in vacuo, taken up in MeOH, and filtered through a PL-HCO3 MP resin column to give the free base. The MeOH filtrate was concentrated in vacuo to give the title compound as a yellow solid (68 mg, 0.224 mmol, 100% yield)....